This data is from the Open Reaction Database (ORD), a public repository of structured organic reaction records. The task is: describe an organic reaction: reactants, conditions, products, and yield The reactants are ClC=1C=CC(=C(C1)C1CC(OC(C1)=O)=O)[N+](=O)[O-] (4-(5-chloro-2-nitro-phenyl)tetrahydropyran-2,6-dione), N (ammonia). The solvent is O1CCCC1 (tetrahydrofuran), CO (methanol). Yields the product NC(CC(CC(=O)O)C1=C(C=CC(=C1)Cl)[N+](=O)[O-])=O (5-Amino-3-(5-chloro-2-nitro-phenyl)-5-oxo-pentanoic acid). RXN SMILES: [Cl:1][C:2]1[CH:3]=[CH:4][C:5]([N+:16]([O-:18])=[O:17])=[C:6]([CH:8]2[CH2:13][C:12](=[O:14])[O:11][C:10](=[O:15])[CH2:9]2)[CH:7]=1.[NH3:19]>O1CCCC1.CO>[NH2:19][C:10](=[O:15])[CH2:9][CH:8]([C:6]1[CH:7]=[C:2]([Cl:1])[CH:3]=[CH:4][C:5]=1[N+:16]([O-:18])=[O:17])[CH2:13][C:12]([OH:11])=[O:14]. Procedure details: Adapting literature known protocols (Ji, et al., Tetrahedron Lett., 2009, 50(45), 6166-6168; and Hoekstra, et al., Org. Proc. Dev. Dev., 1997, 1(1), 26-38), 5-amino-3-(5-chloro-2-nitro-phenyl)-5-oxo-pentanoic acid (18d) is prepared from 4-(5-chloro-2-nitro-phenyl)tetrahydropyran-2,6-dione (18a) (2.70 g, 10.0 mmol) in tetrahydrofuran (THF) (20 mL) with a concentrated solution of ammonia (NH3) in methanol (MeOH) (˜7.0 M; about 100 mL) at room temperature for about 14 hours. The reaction course is ...